Dataset: the Open Reaction Database (ORD), a public repository of structured organic reaction records. Task: describe an organic reaction: reactants, conditions, products, and yield RXN SMILES: [CH3:1][CH2:2][CH2:3][CH2:4][CH2:5][CH2:6][CH2:7][CH2:8][CH2:9][c:10]1[cH:11][cH:12][c:13]([OH:14])[cH:15][cH:16]1.[CH3:22][C:23](=[O:24])[OH:25].[OH2:21].[OH:17][N+:18]([O-:19])=[O:20]>>[CH3:1][CH2:2][CH2:3][CH2:4][CH2:5][CH2:6][CH2:7][CH2:8][CH2:9][c:10]1[cH:11][cH:12][c:13]([OH:14])[c:15]([N+:18](=[O:17])[O-:19])[cH:16]1. Product: CCCCCCCCCc1ccc(O)c([N+](=O)[O-])c1. Reactants: CCCCCCCCCc1ccc(O)cc1, CC(=O)O, O, O=[N+]([O-])O. Starting materials: O=C([O-])O, CC(C)C(C#N)(CCC(=O)O)c1ccccc1, CO, [Na+]. Product: CC(C)C(C#N)(CCCO)c1ccccc1. RXN SMILES: [C:18](=[O:19])([O-:20])[OH:21].[C:1](#[N:2])[C:3]([CH2:4][CH2:5][C:6](=[O:7])[OH:8])([CH:9]([CH3:10])[CH3:11])[c:12]1[cH:13][cH:14][cH:15][cH:16][cH:17]1.[CH3:23][OH:24].[Na+:22]>>[C:1](#[N:2])[C:3]([CH2:4][CH2:5][CH2:6][OH:7])([CH:9]([CH3:10])[CH3:11])[c:12]1[cH:13][cH:14][cH:15][cH:16][cH:17]1. Starting materials: ClC=1C=CC=2C=3N(CCOC2N1)C=C(N3)C3=NC=NN3C(C)C (9-chloro-2-(1-isopropyl-1H-1,2,4-triazol-5-yl)-5,6-dihydroimidazo[1,2-d]pyrido[3,2-f][1,4]oxazepine), N1C(CNCC1)=O (piperazin-2-one). Yields the product C(C)(C)N1N=CN=C1C=1N=C2N(CCOC3=C2C=CC(=N3)N3CC(NCC3)=O)C1 (4-(2-(1-isopropyl-1H-1,2,4-triazol-5-yl)-5,6-dihydroimidazo[1,2-d]pyrido[3,2-f][1,4]oxazepin-9-yl)piperazin-2-one). As a reaction SMILES: Cl[C:2]1[CH:3]=[CH:4][C:5]2[C:6]3[N:7]([CH:13]=[C:14]([C:16]4[N:20]([CH:21]([CH3:23])[CH3:22])[N:19]=[CH:18][N:17]=4)[N:15]=3)[CH2:8][CH2:9][O:10][C:11]=2[N:12]=1.[NH:24]1[CH2:29][CH2:28][NH:27][CH2:26][C:25]1=[O:30]>>[CH:21]([N:20]1[C:16]([C:14]2[N:15]=[C:6]3[C:5]4[CH:4]=[CH:3][C:2]([N:27]5[CH2:28][CH2:29][NH:24][C:25](=[O:30])[CH2:26]5)=[N:12][C:11]=4[O:10][CH2:9][CH2:8][N:7]3[CH:13]=2)=[N:17][CH:18]=[N:19]1)([CH3:23])[CH3:22]. Procedure details: Following the procedures in Example 323, 9-chloro-2-(1-isopropyl-1H-1,2,4-triazol-5-yl)-5,6-dihydroimidazo[1,2-d]pyrido[3,2-f][1,4]oxazepine and piperazin-2-one were reacted to give 324. MS: (ESI+)=395.1. 1H NMR (400 MHz, DMSO) δ 8.55 (d, J=8.7 Hz, 1H), 8.10 (s, 1H), 7.88 (s, 1H), 7.81 (s, 1H), 6.70 (d, J=8.8 Hz, 1H), 5.88 (dt, J=13.2, 6.6 Hz, 1H), 4.60-4.40 (m, 4H), 4.06 (s, J=8.0 Hz, 2H), 3.84-3.68 (m, 2H), 1.47 (d, J=6.6 Hz, 6H). The reactants are CS(C)=O, C[S+](C)(C)=O, [H-], [H][H], [I-], [Na+], CCOC(=O)C=Cc1ccncc1. RXN SMILES: [CH3:24][S:25]([CH3:26])=[O:27].[CH3:2][S+:3]([CH3:4])([CH3:5])=[O:6].[H-:7].[H:9][H:10].[I-:1].[Na+:8].[n:11]1[cH:12][cH:13][c:14]([CH:17]=[CH:18][C:19](=[O:20])[O:21][CH2:22][CH3:23])[cH:15][cH:16]1>>[CH2:2]1[CH:17]([c:14]2[cH:13][cH:12][n:11][cH:16][cH:15]2)[CH:18]1[C:19](=[O:20])[O:21][CH2:22][CH3:23]. Yields the product CCOC(=O)C1CC1c1ccncc1. Reactants: C(C1=CC=CC=C1)OC(=O)N[C@@H]1[C@@](CCCC1)(C(=O)OC)CC (methyl (1R,2S)-2-benzyloxycarbonylamino-1-ethyl-cyclohexanecarboxylate), C(C1=CC=CC=C1)OC(=O)N[C@@H]1[C@@](CCCC1)(C(=O)OC)CC ((1R,2S)-methyl 2-(benzyloxycarbonylamino)-1-ethylcyclohexanecarboxylate). The reagents and catalysts are [Pd] (Pd). Run in CO (MeOH). Run at time 1 hour. The product is N[C@@H]1[C@@](CCCC1)(C(=O)OC)CC ((1R,2S)-methyl 2-amino-1-ethylcyclohexanecarboxylate). The yield is 88.0%. As a reaction SMILES: C(OC([NH:11][C@H:12]1[CH2:17][CH2:16][CH2:15][CH2:14][C@@:13]1([CH2:22][CH3:23])[C:18]([O:20][CH3:21])=[O:19])=O)C1C=CC=CC=1>CO.[Pd]>[NH2:11][C@H:12]1[CH2:17][CH2:16][CH2:15][CH2:14][C@@:13]1([CH2:22][CH3:23])[C:18]([O:20][CH3:21])=[O:19]. Procedure: A solution of methyl (1R,2S)-2-benzyloxycarbonylamino-1-ethyl-cyclohexanecarboxylate, 38b, (0.27 g, 0.85 mmol) in MeOH (7.5 mL) was purged with nitrogen and a catalytic amount of Pd (5% Pd on carbon) was added. The solution was placed under H2 atmosphere and stirred at room temperature. After 1 hour, the MeOH solution suspension was filtered through celite, and concentrated in vacuo to provide the desired product (138 mg, 88% yield). The material was diluted in acetonitrile and concentrated to r... Product: COCOc1ccc(CN(C(=O)CN(C)C)c2ccccc2)cc1N(C)C. Reactants: CNC, COCOc1ccc(CN(C(=O)CCl)c2ccccc2)cc1N(C)C. As a reaction SMILES: [CH3:26][NH:27][CH3:28].[Cl:1][CH2:2][C:3](=[O:4])[N:5]([c:6]1[cH:7][cH:8][cH:9][cH:10][cH:11]1)[CH2:12][c:13]1[cH:14][c:15]([N:23]([CH3:24])[CH3:25])[c:16]([O:19][CH2:20][O:21][CH3:22])[cH:17][cH:18]1>>[CH2:2]([C:3](=[O:4])[N:5]([c:6]1[cH:7][cH:8][cH:9][cH:10][cH:11]1)[CH2:12][c:13]1[cH:14][c:15]([N:23]([CH3:24])[CH3:25])[c:16]([O:19][CH2:20][O:21][CH3:22])[cH:17][cH:18]1)[N:27]([CH3:26])[CH3:28]. Starting materials: FC(C1=CC=C(C=N1)CO)(F)F ([6-(trifluoromethyl)pyridine-3-yl]methanol), CC(=O)OI1(C=2C=CC=CC2C(=O)O1)(OC(=O)C)OC(=O)C (Dess-Martin periodinane). Run in CCOCC (Et2O), [OH-].[Na+] (NaOH), C(Cl)Cl (DCM), C(Cl)Cl (DCM). Conditions: time 1.5 hour. The product is FC(C1=NC=C(C=O)C=C1)(F)F (6-(Trifluoromethyl)nicotinaldehyde). The yield is 44.8%. RXN SMILES: [F:1][C:2]([F:12])([F:11])[C:3]1[N:8]=[CH:7][C:6]([CH2:9][OH:10])=[CH:5][CH:4]=1.CC(OI1(OC(C)=O)(OC(C)=O)OC(=O)C2C=CC=CC1=2)=O>C(Cl)Cl.CCOCC.[OH-].[Na+]>[F:12][C:2]([F:1])([F:11])[C:3]1[CH:4]=[CH:5][C:6]([CH:9]=[O:10])=[CH:7][N:8]=1 |f:4.5|. Procedure: A solution of [6-(trifluoromethyl)pyridine-3-yl]methanol (0.886 g, 5.0 mmol) in DCM (20 ml) was added to a mixture of Dess-Martin periodinane (2.334 g, 5.5 mmol) in DCM (20 ml) at rt. The reaction was stirred for 1.5 hrs then diluted with Et2O (100 ml) and 4N NaOH (15 ml). The mixture was stirred for 10 mins then separated. The organic layer was washed with 4N NaOH (15 ml) then brine, dried (MgSO4), filtered and evaporated. The residue was purified by chromatography (silica, 15% EtOAc/hexanes) t...